Dataset: the Open Reaction Database (ORD), a public repository of structured organic reaction records. Task: describe an organic reaction: reactants, conditions, products, and yield Starting materials: CC(C)CN(Cc1sc(Cl)nc1Cl)C1CCN(C(=O)OC(C)(C)C)CC1, C1CCOC1, Cl, O. Product: CC(C)CN(Cc1sc(Cl)nc1Cl)C1CCNCC1. As a reaction SMILES: [C:3]([O:4][C:5](=[O:6])[N:10]1[CH2:11][CH2:12][CH:13]([N:16]([CH2:17][CH:18]([CH3:19])[CH3:20])[CH2:21][c:22]2[c:23]([Cl:28])[n:24][c:25]([Cl:27])[s:26]2)[CH2:14][CH2:15]1)([CH3:7])([CH3:8])[CH3:9].[CH2:29]1[O:30][CH2:31][CH2:32][CH2:33]1.[ClH:2].[OH2:1]>>[NH:10]1[CH2:11][CH2:12][CH:13]([N:16]([CH2:17][CH:18]([CH3:19])[CH3:20])[CH2:21][c:22]2[c:23]([Cl:28])[n:24][c:25]([Cl:27])[s:26]2)[CH2:14][CH2:15]1. Starting materials: ClC1=CC=CC(=N1)C(=O)NC1=C2C=NNC2=CC(=C1)C1=C2C=CNC2=CC=C1 (6-Chloro-N-[6-(1H-indol-4-yl)-1H-indazol-4-yl]-2-pyridinecarboxamide), CNC (dimethylamine), CCN(C(C)C)C(C)C (DIPEA), CNC (dimethylamine). Run in CS(=O)C (DMSO). Reaction conditions: temperature 140 celsius, time 1 hour. The product is CN(C1=CC=CC(=N1)C(=O)NC1=C2C=NNC2=CC(=C1)C1=C2C=CNC2=CC=C1)C (6-(Dimethylamino)-N-[6-(1H-indol-4-yl)-1H-indazol-4-yl]-2-pyridinecarboxamide). Yield: 24.7%. RXN SMILES: Cl[C:2]1[N:7]=[C:6]([C:8]([NH:10][C:11]2[CH:19]=[C:18]([C:20]3[CH:28]=[CH:27][CH:26]=[C:25]4[C:21]=3[CH:22]=[CH:23][NH:24]4)[CH:17]=[C:16]3[C:12]=2[CH:13]=[N:14][NH:15]3)=[O:9])[CH:5]=[CH:4][CH:3]=1.[CH3:29][NH:30][CH3:31].CCN(C(C)C)C(C)C>CS(C)=O>[CH3:29][N:30]([CH3:31])[C:2]1[N:7]=[C:6]([C:8]([NH:10][C:11]2[CH:19]=[C:18]([C:20]3[CH:28]=[CH:27][CH:26]=[C:25]4[C:21]=3[CH:22]=[CH:23][NH:24]4)[CH:17]=[C:16]3[C:12]=2[CH:13]=[N:14][NH:15]3)=[O:9])[CH:5]=[CH:4][CH:3]=1. Procedure: To a solution of 6-chloro-N-[6-(1H-indol-4-yl)-1H-indazol-4-yl]-2-pyridinecarboxamide (40 mg, 0.10 mmol, prepared as described in Example 18) in DMSO (1 ml) was added dimethylamine (2M in THF, 0.052 ml, 0.10 mmol) and DIPEA (0.09 ml). The mixture was heated under microwave irradiation firstly at 140° C. for 1 h, then at 160° C. for 1 h and then at 180° C. for 1 h. Further dimethylamine (2M in THF, 0.052 ml, 0.10 mmol) was added and the mixture was heated under microwave irradiation at 160° C. fo... Reactants: CN1N=C(C(=N1)NC1=C(C=C(C(=C1)Cl)Cl)[N+](=O)[O-])C#N (2-methyl-4[4,5-dichloro-2-nitroanilino]-1,2,3-triazole-5-carbonitrile), stannous chloride. Run in C(C)O (ethanol), Cl (hydrochloric acid). Yields the product Cl.NC=1C=2C(NC3=C(N1)C=C(C(=C3)Cl)Cl)=NN(N2)C (10-Amino-6,7-dichloro-2-methyl-2,4-dihydro-1,2,3-triazolo-[4,5-b][1,5]benzodiazepine hydrochloride). RXN SMILES: [CH3:1][N:2]1[N:6]=[C:5]([NH:7][C:8]2[CH:13]=[C:12]([Cl:14])[C:11]([Cl:15])=[CH:10][C:9]=2[N+:16]([O-])=O)[C:4]([C:19]#[N:20])=[N:3]1>C(O)C.Cl>[ClH:14].[NH2:20][C:19]1[C:4]2[C:5](=[N:6][N:2]([CH3:1])[N:3]=2)[NH:7][C:8]2[CH:13]=[C:12]([Cl:14])[C:11]([Cl:15])=[CH:10][C:9]=2[N:16]=1 |f:3.4|. Reported procedure: To a slurry of 2-methyl-4[4,5-dichloro-2-nitroanilino]-1,2,3-triazole-5-carbonitrile (1.1 g) in ethanol (10 ml) was added anhydrous stannous chloride (2.0 g) in concentrated hydrochloric acid (10 ml) and the solution heated at reflux for one hour, cooled and the resulting solid filtered and dried at 70° C. under reduced pressure to give an orange crystalline solid, recrystallised from ethanol, melting point >255° C. The reactants are COC(=O)C1CCC2=CC(=C(C=C12)O)C(C1=CC=CC=C1)=O (5-benzoyl-6-hydroxy-indane-1-carboxylic acid methyl ester), [OH-].[Na+] (sodium hydroxide). Solvent: CO (methanol). Reaction conditions: time 3 hour. The product is C(C1=CC=CC=C1)(=O)C=1C=C2CCC(C2=CC1O)C(=O)O (5-benzoyl-6-hydroxy-indane-1-carboxylic acid). Reaction SMILES: C[O:2][C:3]([CH:5]1[C:13]2[C:8](=[CH:9][C:10]([C:15](=[O:22])[C:16]3[CH:21]=[CH:20][CH:19]=[CH:18][CH:17]=3)=[C:11]([OH:14])[CH:12]=2)[CH2:7][CH2:6]1)=[O:4].[OH-].[Na+]>CO>[C:15]([C:10]1[CH:9]=[C:8]2[C:13](=[CH:12][C:11]=1[OH:14])[CH:5]([C:3]([OH:4])=[O:2])[CH2:6][CH2:7]2)(=[O:22])[C:16]1[CH:17]=[CH:18][CH:19]=[CH:20][CH:21]=1 |f:1.2|. Reported procedure: A solution of 8.2 g of 5-benzoyl-6-hydroxy-indane-1-carboxylic acid methyl ester in 150 ml of methanol is mixed with 20 ml of 2 N sodium hydroxide solution and the mixture is boiled for 3 hours under reflux. It is then evaporated to dryness in vacuo and the evaporation residue is partitioned between 100 ml of 2 N hydrochloric acid and 3 times 100 ml of methylene chloride. The organic phases are washed until neutral, dried over sodium sulphate, treated with active charcoal and evaporated in vacuo... Reactants: C(C)OC(=O)C1=CC2=C(SC(=C2)C2=C(C=C(C=C2)OC)C)C=C1 (2-(4-methoxy-2-methyl-phenyl)-benzo[b]thiophene-5-carboxylic acid ethyl ester), COC(=O)C1=CC=CC2=C1SC=C2 (benzo[b]thiophene-7-carboxylic acid methyl ester). The product is COC(=O)C1=CC=CC2=C1SC(=C2)C2=C(C=C(C=C2)OC)C (2-(4-Methoxy-2-methyl-phenyl)-benzo[b]thiophene-7-carboxylic acid methyl ester). Isolated yield 12.0%. RXN SMILES: [CH2:1]([O:3][C:4]([C:6]1[CH:23]=[CH:22][C:9]2[S:10][C:11]([C:13]3[CH:18]=[CH:17][C:16]([O:19][CH3:20])=[CH:15][C:14]=3[CH3:21])=[CH:12][C:8]=2[CH:7]=1)=[O:5])C.COC(C1C2SC=CC=2C=CC=1)=O>>[CH3:1][O:3][C:4]([C:6]1[C:7]2[S:10][C:11]([C:13]3[CH:18]=[CH:17][C:16]([O:19][CH3:20])=[CH:15][C:14]=3[CH3:21])=[CH:12][C:8]=2[CH:9]=[CH:22][CH:23]=1)=[O:5]. Reported procedure: The title compound (130 mg, 12%) is prepared essentially as described in the synthesis of 2-(4-methoxy-2-methyl-phenyl)-benzo[b]thiophene-5-carboxylic acid ethyl ester, utilizing benzo[b]thiophene-7-carboxylic acid methyl ester. 1H NMR (CDCl3): δ 8.08 (dd, 1H, J=7.55 Hz, 1.1 Hz), 7.97 (dd, 1H, J=7.8 Hz, 1.1 Hz), 7.48-7.42 (m, 2H), 6.87-6.79 (m, 2H), 4.03 (s, 3H), 3.85 (s, 3H), 2.48 (s, 3H).